From a dataset of the Open Reaction Database (ORD), a public repository of structured organic reaction records. describe an organic reaction: reactants, conditions, products, and yield Reactants: CCC(=O)Cl, C1CCOC1, Nc1ccc2c(Nc3cccc(Br)c3)ncnc2c1. Product: CCC(=O)Nc1ccc2c(Nc3cccc(Br)c3)ncnc2c1. As a reaction SMILES: [C:20]([CH2:21][CH3:22])(=[O:23])[Cl:24].[CH2:25]1[O:26][CH2:27][CH2:28][CH2:29]1.[NH2:1][c:2]1[cH:3][cH:4][c:5]2[c:6]([NH:12][c:13]3[cH:14][c:15]([Br:19])[cH:16][cH:17][cH:18]3)[n:7][cH:8][n:9][c:10]2[cH:11]1>>[NH:1]([c:2]1[cH:3][cH:4][c:5]2[c:6]([NH:12][c:13]3[cH:14][c:15]([Br:19])[cH:16][cH:17][cH:18]3)[n:7][cH:8][n:9][c:10]2[cH:11]1)[C:20]([CH2:21][CH3:22])=[O:23]. Starting materials: O=C1N(CCC1(C1=CC=CC=C1)C1=CC=CC=C1)CCCC(=O)O (4-(2-oxo-3,3-diphenylpyrrolidin-1-yl)butanoic acid), Br.FC(C=1C=C2CNCC2=CC1)(F)F (5-(trifluoromethyl)isoindoline hydrobromide), C(C)N=C=NCCCN(C)C (N1-((ethylimino)methylene)-N3,N3-dimethylpropane-1,3-diamine). Run in ClCCl (dichloromethane). Reaction conditions: time 18 hour. Product: O=C(CCCN1C(C(CC1)(C1=CC=CC=C1)C1=CC=CC=C1)=O)N1CC2=CC=C(C=C2C1)C(F)(F)F (1-{4-oxo-4-[5-(trifluoromethyl)-1,3-dihydro-2H-isoindol-2-yl]butyl}-3,3-diphenylpyrrolidin-2-one). Reaction SMILES: [O:1]=[C:2]1[C:6]([C:13]2[CH:18]=[CH:17][CH:16]=[CH:15][CH:14]=2)([C:7]2[CH:12]=[CH:11][CH:10]=[CH:9][CH:8]=2)[CH2:5][CH2:4][N:3]1[CH2:19][CH2:20][CH2:21][C:22](O)=[O:23].Br.[F:26][C:27]([F:38])([F:37])[C:28]1[CH:29]=[C:30]2[C:34](=[CH:35][CH:36]=1)[CH2:33][NH:32][CH2:31]2.C(N=C=NCCCN(C)C)C>ClCCl>[O:23]=[C:22]([N:32]1[CH2:31][C:30]2[C:34](=[CH:35][CH:36]=[C:28]([C:27]([F:26])([F:37])[F:38])[CH:29]=2)[CH2:33]1)[CH2:21][CH2:20][CH2:19][N:3]1[CH2:4][CH2:5][C:6]([C:13]2[CH:18]=[CH:17][CH:16]=[CH:15][CH:14]=2)([C:7]2[CH:8]=[CH:9][CH:10]=[CH:11][CH:12]=2)[C:2]1=[O:1] |f:1.2|. Reported procedure: To 4-(2-oxo-3,3-diphenylpyrrolidin-1-yl)butanoic acid (Example 155A, 0.039 g, 0.121 mmol) and 5-(trifluoromethyl)isoindoline hydrobromide (0.036 g, 0.133 mmol) in dichloromethane (0.5 mL) was added N1-((ethylimino)methylene)-N3,N3-dimethylpropane-1,3-diamine (0.032 mL, 0.181 mmol) and the reaction stirred for 18 hours. The reaction was loaded onto a GraceResolv™ 4 g silica gel column (Grace Davison Discovery Sciences) and the product eluted with a gradient of 5% ethyl acetate/hexanes to 100% eth... Starting materials: C(C)OC(NC1=C(C2=CC=CC=C2C=C1Cl)F)=O (N-(1-fluoro-3-chloro-2-naphthyl)carbamic acid ethyl ester), O[Li].O (LiOH.H2O). The solvent is CCO (EtOH), O (H2O). Product: FC1=C(C(=CC2=CC=CC=C12)Cl)N (1-fluoro-3-chloro-2-aminonaphthalene). Reaction SMILES: C(OC(=O)[NH:5][C:6]1[C:15]([Cl:16])=[CH:14][C:13]2[C:8](=[CH:9][CH:10]=[CH:11][CH:12]=2)[C:7]=1[F:17])C.O[Li].O>CCO.O>[F:17][C:7]1[C:8]2[C:13](=[CH:12][CH:11]=[CH:10][CH:9]=2)[CH:14]=[C:15]([Cl:16])[C:6]=1[NH2:5] |f:1.2|. Procedure details: A mixture of 1.43 g (5.34 mmol) of N-(1-fluoro-3-chloro-2-naphthyl)carbamic acid ethyl ester, and 4.48 g (106.8 mmol) LiOH.H2O in 30 mL of EtOH and 70 mL of H2O is heated to reflux for 16 hours under an atmosphere of nitrogen. After cooling to room temperature, the mixture is concentrated in vacuo to give a residue that is extracted 3 times with 30 mL CH2Cl2. The combined organic layers are washed with 30 mL of saturated aqueous NaHCO3, 30 mL of saturated brine, dried over MgSO4 and the solvents...